Dataset: the Open Reaction Database (ORD), a public repository of structured organic reaction records. Task: describe an organic reaction: reactants, conditions, products, and yield Reactants: CC(C)(C)c1cc(C(=O)Cl)cc(C(C)(C)C)c1O, ON(Cc1ccccc1)Cc1ccccc1, ClCCl, c1ccncc1. Product: CC(C)(C)c1cc(C(=O)ON(Cc2ccccc2)Cc2ccccc2)cc(C(C)(C)C)c1O. RXN SMILES: [C:23]([CH3:24])([CH3:25])([CH3:26])[c:27]1[cH:28][c:29]([C:30](=[O:31])[Cl:32])[cH:33][c:34]([C:37]([CH3:38])([CH3:39])[CH3:40])[c:35]1[OH:36].[CH2:1]([c:2]1[cH:3][cH:4][cH:5][cH:6][cH:7]1)[N:8]([OH:9])[CH2:10][c:11]1[cH:12][cH:13][cH:14][cH:15][cH:16]1.[CH2:41]([Cl:42])[Cl:43].[cH:17]1[cH:18][cH:19][n:20][cH:21][cH:22]1>>[CH2:1]([c:2]1[cH:3][cH:4][cH:5][cH:6][cH:7]1)[N:8]([O:9][C:30]([c:29]1[cH:28][c:27]([C:23]([CH3:24])([CH3:25])[CH3:26])[c:35]([OH:36])[c:34]([C:37]([CH3:38])([CH3:39])[CH3:40])[cH:33]1)=[O:31])[CH2:10][c:11]1[cH:12][cH:13][cH:14][cH:15][cH:16]1.